This data is from the Open Reaction Database (ORD), a public repository of structured organic reaction records. The task is: describe an organic reaction: reactants, conditions, products, and yield The reactants are ClC=1N=C(C=2N(C1)N=CC2C)O[C@H](C)[C@@H]2CC(N(C2)[C@H](C)C2=CC=C(C=C2)OC)=O ((R)-4-((R)-1-((6-chloro-3-methylpyrazolo[1,5-a]pyrazin-4-yl)oxy)ethyl)-1-((R)-1-(4-methoxyphenyl)ethyl)pyrrolidin-2-one). Solvent: C(=O)(C(F)(F)F)O (TFA). Reaction conditions: temperature 60 celsius, time 17 hour. The product is ClC=1N=C(C=2N(C1)N=CC2C)O[C@H](C)[C@@H]2CC(NC2)=O ((R)-4-((R)-1-((6-chloro-3-methylpyrazolo[1,5-a]pyrazin-4-yl)oxy)ethyl)pyrrolidin-2-one). Yield: 101.8%. RXN SMILES: [Cl:1][C:2]1[N:3]=[C:4]([O:12][C@@H:13]([C@H:15]2[CH2:19][N:18]([C@@H](C3C=CC(OC)=CC=3)C)[C:17](=[O:30])[CH2:16]2)[CH3:14])[C:5]2[N:6]([N:8]=[CH:9][C:10]=2[CH3:11])[CH:7]=1>C(O)(C(F)(F)F)=O>[Cl:1][C:2]1[N:3]=[C:4]([O:12][C@@H:13]([C@H:15]2[CH2:19][NH:18][C:17](=[O:30])[CH2:16]2)[CH3:14])[C:5]2[N:6]([N:8]=[CH:9][C:10]=2[CH3:11])[CH:7]=1. Procedure: (R)-4-((R)-1-(6-chloro-3-methylpyrazolo[1,5-a]pyrazin-4-yloxy)ethyl)-1-((R)-1-(4-methoxyphenyl)ethyl)pyrrolidin-2-one 5.53 (31 mg, 0.07 mmol) was dissolved in 1.5 mL of TFA and mixture was heated at 60° C. After 17 hours, reaction mixture was cooled to rt and concentrated under reduced pressure. Resulting residue was taken up in ethyl acetate and washed with sat NaHCO3 (aq). Layers were separated and aqueous was extracted with ethyl acetate. Combined organics were washed with 1:1 sat. NaHCO3 (aq... Reported procedure: To a solution of monomethyl 3-nitroisophthalate (396.0 g, 1.76 mol) in anhydrous THF (1000 ml) was added 2.0M BMS (borane methylsulfide complex) in THF (880 ml, 1.76 mol) dropwise over 1 hour. The resulting solution was heated to reflux for 12 hours, and MeOH (750 ml) was slowly added to quench the reaction. The solution was concentrated to give a yellow solid which was recrystalized from toluene (297.5 g, 80%). 1H NMR (CDCl3): 8.71-8.70 (m, 1H), 8.41-8.40 (m, 1H), 8.31-8.30 (m, 1H), 4.86 (s, 2H... Solvent: C1CCOC1 (THF), C1CCOC1 (THF). RXN SMILES: [N+:1]([C:4]1(C([O-])=O)[CH:13]=[CH:12][CH:11]=[C:6]([C:7]([O:9][CH3:10])=[O:8])[CH2:5]1)([O-:3])=[O:2].[CH3:17][OH:18]>C1COCC1>[N+:1]([C:4]1[CH:5]=[C:6]([CH:11]=[C:12]([CH2:17][OH:18])[CH:13]=1)[C:7]([O:9][CH3:10])=[O:8])([O-:3])=[O:2]. Yields the product [N+](=O)([O-])C=1C=C(C(=O)OC)C=C(C1)CO (Methyl 3-Nitro-5-hydroxymethylbenzoate). The reactants are [N+](=O)([O-])C1(CC(C(=O)OC)=CC=C1)C(=O)[O-] (monomethyl 3-nitroisophthalate), CO (MeOH). Starting materials: Oc1ccc2c(c1)CCN(C1CCC1)CC2, [Cu]Br, [H-], Ic1ccccc1, [Na+], c1ccncc1. Product: c1ccc(Oc2ccc3c(c2)CCN(C2CCC2)CC3)cc1. As a reaction SMILES: [CH:3]1([N:7]2[CH2:8][CH2:9][c:10]3[c:11]([cH:14][c:15]([OH:18])[cH:16][cH:17]3)[CH2:12][CH2:13]2)[CH2:4][CH2:5][CH2:6]1.[Cu:32][Br:33].[H-:1].[I:19][c:20]1[cH:21][cH:22][cH:23][cH:24][cH:25]1.[Na+:2].[cH:26]1[cH:27][cH:28][n:29][cH:30][cH:31]1>>[CH:3]1([N:7]2[CH2:8][CH2:9][c:10]3[c:11]([cH:14][c:15]([O:18][c:20]4[cH:21][cH:22][cH:23][cH:24][cH:25]4)[cH:16][cH:17]3)[CH2:12][CH2:13]2)[CH2:4][CH2:5][CH2:6]1.